Dataset: the Open Reaction Database (ORD), a public repository of structured organic reaction records. Task: describe an organic reaction: reactants, conditions, products, and yield Reactants: CCN(C(C)C)C(C)C, ClCCl, O=[N+]([O-])c1ccccc1S(=O)(=O)Cl, NCCNc1ccc([N+](=O)[O-])cn1. Product: O=[N+]([O-])c1ccc(NCCNS(=O)(=O)c2ccccc2[N+](=O)[O-])nc1. RXN SMILES: [CH:14]([N:15]([CH2:16][CH3:17])[CH:18]([CH3:19])[CH3:20])([CH3:21])[CH3:22].[Cl:36][CH2:37][Cl:38].[N+:23](=[O:24])([O-:25])[c:26]1[c:27]([S:32](=[O:33])(=[O:34])[Cl:35])[cH:28][cH:29][cH:30][cH:31]1.[NH2:1][CH2:2][CH2:3][NH:4][c:5]1[n:6][cH:7][c:8]([N+:11](=[O:12])[O-:13])[cH:9][cH:10]1>>[NH:1]([CH2:2][CH2:3][NH:4][c:5]1[n:6][cH:7][c:8]([N+:11](=[O:12])[O-:13])[cH:9][cH:10]1)[S:32]([c:27]1[c:26]([N+:23](=[O:24])[O-:25])[cH:31][cH:30][cH:29][cH:28]1)(=[O:33])=[O:34]. The reactants are CNCCNC, I[Cu]I, [I-], COc1cc(N)c2ncc(Br)cc2c1, [Na+], C1COCCO1. The product is COc1cc(N)c2ncc(I)cc2c1. RXN SMILES: [CH3:17][NH:18][CH2:19][CH2:20][NH:21][CH3:22].[Cu:29]([I:30])[I:31].[I-:16].[NH2:1][c:2]1[cH:3][c:4]([O:13][CH3:14])[cH:5][c:6]2[cH:7][c:8]([Br:12])[cH:9][n:10][c:11]12.[Na+:15].[O:23]1[CH2:24][CH2:25][O:26][CH2:27][CH2:28]1>>[NH2:1][c:2]1[cH:3][c:4]([O:13][CH3:14])[cH:5][c:6]2[cH:7][c:8]([I:16])[cH:9][n:10][c:11]12. The reactants are CN(C)C=O, Cl, O=C1CCNCC1, [Na+], [Na+], O=C([O-])[O-], Cc1ccc(S(=O)(=O)OCCC2COc3ccccc3O2)cc1. Product: O=C1CCN(CCC2COc3ccccc3O2)CC1. RXN SMILES: [CH3:38][N:39]([CH3:40])[CH:41]=[O:42].[ClH:24].[NH:25]1[CH2:26][CH2:27][C:28](=[O:31])[CH2:29][CH2:30]1.[Na+:32].[Na+:33].[O-:34][C:35](=[O:36])[O-:37].[S:1]([O:2][CH2:12][CH2:13][CH:14]1[CH2:15][O:16][c:17]2[c:18]([cH:20][cH:21][cH:22][cH:23]2)[O:19]1)([c:3]1[cH:4][cH:5][c:6]([CH3:7])[cH:8][cH:9]1)(=[O:10])=[O:11]>>[CH2:12]([CH2:13][CH:14]1[CH2:15][O:16][c:17]2[c:18]([cH:20][cH:21][cH:22][cH:23]2)[O:19]1)[N:25]1[CH2:26][CH2:27][C:28](=[O:31])[CH2:29][CH2:30]1. Starting materials: [Br-], [Li]CCCC, C1CCOC1, C[P+](c1ccccc1)(c1ccccc1)c1ccccc1, COc1cc(C=O)ccc1F. Product: C=Cc1ccc(F)c(OC)c1. As a reaction SMILES: [Br-:17].[CH2:1]([Li:2])[CH2:3][CH2:4][CH3:5].[CH2:38]1[O:39][CH2:40][CH2:41][CH2:42]1.[CH3:18][P+:19]([c:20]1[cH:21][cH:22][cH:23][cH:24][cH:25]1)([c:26]1[cH:27][cH:28][cH:29][cH:30][cH:31]1)[c:32]1[cH:33][cH:34][cH:35][cH:36][cH:37]1.[F:6][c:7]1[c:8]([O:15][CH3:16])[cH:9][c:10]([CH:11]=[O:12])[cH:13][cH:14]1>>[CH2:1]=[CH:11][c:10]1[cH:9][c:8]([O:15][CH3:16])[c:7]([F:6])[cH:14][cH:13]1. Starting materials: S(=O)(=O)(OC)OC (dimethyl sulfate), CC=1NC=CN1 (methylimidazole), COCCO (2-methoxyethanol). Reaction SMILES: [S:1]([O:6][CH3:7])([O:4]C)(=[O:3])=[O:2].C[C:9]1[NH:10][CH:11]=[CH:12][N:13]=1.[CH3:14][O:15][CH2:16][CH2:17]O>>[CH3:14][O:15][CH2:16][CH2:7][O:6][S:1]([O-:4])(=[O:2])=[O:3].[CH3:11][N+:10]1[CH:17]=[CH:16][N:13]([CH3:12])[CH:9]=1 |f:3.4|. The product is COCCOS(=O)(=O)[O-].C[N+]1=CN(C=C1)C (1,3-dimethyl-imidazolium 2-methoxyethyl sulfate). Reaction conditions: temperature 130 celsius. Procedure details: In a 100 ml Schlenk flask, 32.16 g (0.255 moles) of dimethyl sulfate was slowly added dropwise to 20.94 g (0.255 moles) of methylimidazole with ice cooling and under a blanket gas. Stirring of the mixture was continued at room temperature over night. After the addition of 30.82 g (0.510 moles; 2 equ.) of 2-methoxyethanol, the mixture was heated at reflux at 130° C. for 48 hours. The volatile fractions were removed under high vacuum at 80° C. The product, 1,3-dimethyl-imidazolium 2-methoxyethyl s... Yield: 42.0%. Product: COC1CN(C1)CCNC=1N=[N+](C2=C([N+]1[O-])C=C1CCCC1=C2)[O-] (N-[2-(3-Methoxy-1-azetidinyl)ethyl]-7,8-dihydro-6H-indeno[5,6-e][1,2,4]triazin-3-amine 1,4-Dioxide). Run at temperature 20 celsius, time 10 minute. As a reaction SMILES: OO.C(OC(C(F)(F)F)=O)(C(F)(F)F)=[O:4].[CH3:16][O:17][CH:18]1[CH2:21][N:20]([CH2:22][CH2:23][NH:24][C:25]2[N:26]=[N+:27]([O-:38])[C:28]3[CH:37]=[C:36]4[C:32]([CH2:33][CH2:34][CH2:35]4)=[CH:31][C:29]=3[N:30]=2)[CH2:19]1.C(O)(C(F)(F)F)=O>C(Cl)Cl.N>[CH3:16][O:17][CH:18]1[CH2:21][N:20]([CH2:22][CH2:23][NH:24][C:25]2[N:26]=[N+:27]([O-:38])[C:28]3[CH:37]=[C:36]4[C:32]([CH2:33][CH2:34][CH2:35]4)=[CH:31][C:29]=3[N+:30]=2[O-:4])[CH2:19]1. Procedure: H2O2 (70%, 1.4 mL, ca. 28 mmol) was added dropwise to a stirred solution of TFAA (4.0 mL, 28 mmol) in DCM (30 mL) at 0° C. The solution was stirred at 20° C. for 10 min, then cooled to 0° C., added to a solution of 1-oxide 34 (890 mg, 2.8 mmol) and TFA (1.1 mL, 14 mmol) in DCM (35 mL) at 0° C. The solution was stirred at 20° C. for 6 h, diluted with dilute aqueous NH3 solution (80 mL) and extracted with DCM (4×125 mL). The combined organic fraction was dried and the solvent evaporated. The resid... Run in N (NH3), C(Cl)Cl (DCM), C(Cl)Cl (DCM). Reactants: OO (H2O2), C(=O)(C(F)(F)F)OC(=O)C(F)(F)F (TFAA), COC1CN(C1)CCNC=1N=[N+](C2=C(N1)C=C1CCCC1=C2)[O-] (N-[2-(3-Methoxy-1-azetidinyl)ethyl]-7,8-dihydro-6H-indeno[5,6-e][1,2,4]triazin-3-amine 1-Oxide), C(=O)(C(F)(F)F)O (TFA). Reactants: C(C)=O (acetaldehyde), C(#N)[BH3-].[Na+] (sodium cyanoborohydride), FC(C(=O)NC=1C=C(C(=O)OC)C=C(C1)C(F)(F)F)(F)F (Methyl 3-(trifluoromethylcarbonyl)amino-5-(trifluoromethyl)benzoate). Run in CO (MeOH). Reaction conditions: time 12 hour. The product is C(C)NC=1C=C(C(=O)O)C=C(C1)C(F)(F)F (3-ethylamino-5-(trifluoromethyl)benzoic acid). As a reaction SMILES: F[C:2](F)(F)[C:3]([NH:5][C:6]1[CH:7]=[C:8]([CH:13]=[C:14]([C:16]([F:19])([F:18])[F:17])[CH:15]=1)[C:9]([O:11]C)=[O:10])=O.C(=O)C.C([BH3-])#N.[Na+]>CO>[CH2:3]([NH:5][C:6]1[CH:7]=[C:8]([CH:13]=[C:14]([C:16]([F:17])([F:18])[F:19])[CH:15]=1)[C:9]([OH:11])=[O:10])[CH3:2] |f:2.3|. Reported procedure: Methyl 3-amino-5-(trifluoromethyl)benzoate (cf. procedures (116a) and (80a); 177 mg, 0.81 mmol) was dissolved in MeOH (12 mL) and the resulting solution was charged successively with acetaldehyde (0.045 mL, 0.81 mmol) and sodium cyanoborohydride (64 mg, 1.01 mmol). The reaction was stirred at RT for 12 h, concentrated in vacuo, and diluted with EtOAc. The organic phase was washed with sat. NaHCO3, water (2×), and brine before being dried (Na2SO4), filtered, and concentrated in vacuo. This produc... Reactants: BrC=1C=C2[C@H]3[C@@H](N4C2=C(C1)CC4)CCN(C3)C(=O)OC(C)(C)C (tert-butyl(6aS,10aR)-2-bromo-4,5,7,8,10,10a-hexahydropyrido[4,3-b]pyrrolo[3,2,1-hi]indole-9(6aH)-carboxylate), amine, ClC1=C(C(=CC=C1)Cl)B(O)O (2,6-dichlorobenzeneboronic acid), BOC. The product is ClC1=C(C(=CC=C1)Cl)C=1C=C2[C@H]3[C@@H](N4C2=C(C1)CC4)CCNC3 ((6aS,10aR)-2-(2,6-dichlorophenyl)-4,5,6a,7,8,9,10,10a-octahydropyrido[4,3-b]pyrrolo[3,2,1-hi]indole). RXN SMILES: Br[C:2]1[CH:3]=[C:4]2[C:8]3=[C:9]([CH2:11][CH2:12][N:7]3[C@H:6]3[CH2:13][CH2:14][N:15](C(OC(C)(C)C)=O)[CH2:16][C@@H:5]23)[CH:10]=1.[Cl:24][C:25]1[CH:30]=[CH:29][CH:28]=[C:27]([Cl:31])[C:26]=1B(O)O>>[Cl:24][C:25]1[CH:30]=[CH:29][CH:28]=[C:27]([Cl:31])[C:26]=1[C:2]1[CH:3]=[C:4]2[C:8]3=[C:9]([CH2:11][CH2:12][N:7]3[C@H:6]3[CH2:13][CH2:14][NH:15][CH2:16][C@@H:5]23)[CH:10]=1. Procedure details: The title compound was prepared by Example 305, Step A, from tert-butyl(6aS,10aR)-2-bromo-4,5,7,8,10,10a-hexahydropyrido[4,3-b]pyrrolo[3,2,1-hi]indole-9(6aH)-carboxylate and the corresponding 2,6-dichlorobenzeneboronic acid followed by hydrolysis of the resultant BOC protected amine adduct by the procedure of Example 305, Step B. 1H NMR (CDCl3, 300 MHz) δ7.38 (dd, 2H), 7.15 (t, 1H), 6.80 (d, 1H), 6.73 (d, 1H), 3.69 (td, 1H), 3.57-3.30(m, 3H), 3.28-3.00 (m, 3H), 3.00-2.83 (m, 3H), 2.20 (bs, 2H), ... Starting materials: C12C(=CC(CC1)C2)B(O)O (bicyclo[2.2.1]hept-2-en-2-ylboronic acid), FC=1C=CC(=NC1CN[C@@H](CO)C(C)C)C1=CCN(CC1)C(=O)OC(C)(C)C ((R)-tert-butyl 5-fluoro-6-(((1-hydroxy-3-methylbutan-2-yl)amino)methyl)-5′,6′-dihydro-[2,4′-bipyridine]-1′(2′H)-carboxylate). Reagents/catalysts: [Pd] (Pd/C). The product is N1=C(C=CC=C1)C1=CCN(CC1)C(=O)[O-] (5′,6′-dihydro-[2,4′-bipyridine]-1′(2′H)-carboxylate), FC=1C=CC(=NC1CN[C@@H](CO)C(C)C)C1CCN(CC1)C(=O)OC(C)(C)C (tert-butyl 4-[5-fluoro-6-({[(2R)-1-hydroxy-3-methylbutan-2-yl]amino}methyl)pyridin-2-yl]piperidine-1-carboxylate). RXN SMILES: C12CC(CC1)C=C2B(O)O.[F:11][C:12]1[CH:13]=[CH:14][C:15]([C:26]2[CH2:31][CH2:30][N:29]([C:32]([O:34][C:35]([CH3:38])([CH3:37])[CH3:36])=[O:33])[CH2:28][CH:27]=2)=[N:16][C:17]=1[CH2:18][NH:19][C@H:20]([CH:23]([CH3:25])[CH3:24])[CH2:21][OH:22]>[Pd]>[N:16]1[CH:17]=[CH:12][CH:13]=[CH:14][C:15]=1[C:26]1[CH2:31][CH2:30][N:29]([C:32]([O-:34])=[O:33])[CH2:28][CH:27]=1.[F:11][C:12]1[CH:13]=[CH:14][C:15]([CH:26]2[CH2:27][CH2:28][N:29]([C:32]([O:34][C:35]([CH3:37])([CH3:36])[CH3:38])=[O:33])[CH2:30][CH2:31]2)=[N:16][C:17]=1[CH2:18][NH:19][C@H:20]([CH:23]([CH3:25])[CH3:24])[CH2:21][OH:22]. Reported procedure: (R)-tert-butyl 5-fluoro-6-4(1-hydroxy-3-methylbutan-2-yl)amino)methyl)-5′,6′-dihydro-[2,4′-bipyridine]-1′(2′H)-carboxylate was prepared according to Example 199, substituting tert-butyl 4-(4,4,5,5-tetramethyl-1,3,2-dioxaborolan-2-yl)-5,6-dihydropyridine-1(2H)-carboxylate for bicyclo[2.2.1]hept-2-en-2-ylboronic acid. (R)-tert-butyl 5-fluoro-6-(((1-hydroxy-3-methylbutan-2-yl)amino)methyl)-5′,6′-dihydro-[2,4′-bipyridine]-1′(2′H)-carboxylate was subjected to hydrogenation (H2 atmosphere, Pd/C cataly...